This data is from the Open Reaction Database (ORD), a public repository of structured organic reaction records. The task is: describe an organic reaction: reactants, conditions, products, and yield Reactants: CC(=O)Nc1cccc(C=CC(=O)O)c1, O=[N+]([O-])c1ccc2c(c1)NCC2CCl. Yields the product CC(=O)Nc1cccc(C=CC(=O)N2CC(CCl)c3ccc([N+](=O)[O-])cc32)c1. As a reaction SMILES: [C:1]([CH3:2])(=[O:3])[NH:4][c:5]1[cH:6][c:7]([CH:8]=[CH:9][C:10](=[O:11])[OH:12])[cH:13][cH:14][cH:15]1.[Cl:16][CH2:17][CH:18]1[CH2:19][NH:20][c:21]2[cH:22][c:23]([N+:27](=[O:28])[O-:29])[cH:24][cH:25][c:26]21>>[C:1]([CH3:2])(=[O:3])[NH:4][c:5]1[cH:6][c:7]([CH:8]=[CH:9][C:10](=[O:12])[N:20]2[CH2:19][CH:18]([CH2:17][Cl:16])[c:26]3[c:21]2[cH:22][c:23]([N+:27](=[O:28])[O-:29])[cH:24][cH:25]3)[cH:13][cH:14][cH:15]1. The reactants are CC(=O)[O-], CC(=O)[O-], ON=C1CCCCC1, CC(=O)[O-], CC(=O)[O-], CC(CC(=O)O)C(F)(F)F, [Pb+4]. The product is CC(CC(=O)OC1(N=O)CCCCC1)C(F)(F)F. As a reaction SMILES: [C:13]([O-:14])(=[O:15])[CH3:16].[C:17]([O-:18])(=[O:19])[CH3:20].[C:1]1(=[N:7][OH:8])[CH2:2][CH2:3][CH2:4][CH2:5][CH2:6]1.[C:21]([O-:22])(=[O:23])[CH3:24].[C:9]([O-:10])(=[O:11])[CH3:12].[F:26][C:27]([CH:28]([CH2:29][C:30](=[O:31])[OH:32])[CH3:33])([F:34])[F:35].[Pb+4:25]>>[C:1]1([N:7]=[O:8])([O:32][C:30]([CH2:29][CH:28]([C:27]([F:26])([F:34])[F:35])[CH3:33])=[O:31])[CH2:2][CH2:3][CH2:4][CH2:5][CH2:6]1. The reactants are COc1cc2cc(N3CC(=O)NS3(=O)=O)c(OCc3ccccc3)cc2oc1=O, [K], O. Product: COc1cc2cc(N3CC(=O)NS3(=O)=O)c(O)cc2oc1=O. Reaction SMILES: [CH2:2]([c:3]1[cH:4][cH:5][cH:6][cH:7][cH:8]1)[O:9][c:10]1[c:11]([N:23]2[CH2:24][C:25](=[O:30])[NH:26][S:27]2(=[O:28])=[O:29])[cH:12][c:13]2[cH:14][c:15]([O:21][CH3:22])[c:16](=[O:20])[o:17][c:18]2[cH:19]1.[K:1].[OH2:31]>>[OH:9][c:10]1[c:11]([N:23]2[CH2:24][C:25](=[O:30])[NH:26][S:27]2(=[O:28])=[O:29])[cH:12][c:13]2[cH:14][c:15]([O:21][CH3:22])[c:16](=[O:20])[o:17][c:18]2[cH:19]1. Reactants: CO, [H][H], CCc1ccc(CC(OC(=O)N2CCC(N3CCc4ccccc4NC3=O)CC2)C(=O)OCc2ccccc2)cc1CC. Yields the product CCc1ccc(CC(OC(=O)N2CCC(N3CCc4ccccc4NC3=O)CC2)C(=O)O)cc1CC. Reaction SMILES: [CH3:46][OH:47].[H:44][H:45].[O:1]=[C:2]1[NH:3][c:4]2[c:5]([cH:40][cH:41][cH:42][cH:43]2)[CH2:6][CH2:7][N:8]1[CH:9]1[CH2:10][CH2:11][N:12]([C:15](=[O:16])[O:17][CH:18]([CH2:19][c:20]2[cH:21][c:22]([CH2:28][CH3:29])[c:23]([CH2:26][CH3:27])[cH:24][cH:25]2)[C:30](=[O:31])[O:32][CH2:33][c:34]2[cH:35][cH:36][cH:37][cH:38][cH:39]2)[CH2:13][CH2:14]1>>[O:1]=[C:2]1[NH:3][c:4]2[c:5]([cH:40][cH:41][cH:42][cH:43]2)[CH2:6][CH2:7][N:8]1[CH:9]1[CH2:10][CH2:11][N:12]([C:15](=[O:16])[O:17][CH:18]([CH2:19][c:20]2[cH:21][c:22]([CH2:28][CH3:29])[c:23]([CH2:26][CH3:27])[cH:24][cH:25]2)[C:30](=[O:31])[OH:32])[CH2:13][CH2:14]1. Reactants: C(C1=CC=CC=C1)N1CC(C(CC1)C(=O)OCC)=O (Ethyl 1-benzyl-3-oxo-4-piperidinecarboxylate), [Li] (lithium). Solvent: C(C)OCC (diethyl ether). Run at temperature -78 celsius, time 30 minute. Yields the product C(C1=CC=CC=C1)N1CC(C(CC1)C(=O)OCC)O (ethyl 1-benzyl-3-hydroxy-4-piperidinecarboxylate). As a reaction SMILES: [CH2:1]([N:8]1[CH2:13][CH2:12][CH:11]([C:14]([O:16][CH2:17][CH3:18])=[O:15])[C:10](=[O:19])[CH2:9]1)[C:2]1[CH:7]=[CH:6][CH:5]=[CH:4][CH:3]=1.[Li]>C(OCC)C>[CH2:1]([N:8]1[CH2:13][CH2:12][CH:11]([C:14]([O:16][CH2:17][CH3:18])=[O:15])[CH:10]([OH:19])[CH2:9]1)[C:2]1[CH:3]=[CH:4][CH:5]=[CH:6][CH:7]=1 |^1:19|. Procedure: Ethyl 1-benzyl-3-oxo-4-piperidinecarboxylate (1.0 g, 3.8 mmol) in diethyl ether (50 mL) was treated with lithium aluminumhydride (150 mg, 3.9 mmol) at and −78° C. After stirring at −78° C. for 30 minutes, the mixture was allowed to warm to room temperature over 2 hours. The mixture was quenched with saturated ammonium chloride. Standard work-up gave a crude product which was purified via chromatography (SiO2, ethyl acetate:hexanes, 1:6) to provide the title compound. MS (EI, M+H)+264. Reactants: COC(=O)c1c2ccccc2nc2sccc12, CCO, Cl, [Na+], [OH-]. Product: O=C(O)c1c2ccccc2nc2sccc12. Reaction SMILES: [CH3:1][O:2][C:3](=[O:4])[c:5]1[c:6]2[c:7]([n:8][c:9]3[cH:10][cH:11][cH:12][cH:13][c:14]13)[s:15][cH:16][cH:17]2.[CH3:21][CH2:22][OH:23].[ClH:20].[Na+:19].[OH-:18]>>[O:2]=[C:3]([OH:4])[c:5]1[c:6]2[c:7]([n:8][c:9]3[cH:10][cH:11][cH:12][cH:13][c:14]13)[s:15][cH:16][cH:17]2. Starting materials: CCOC(C)=O, Cl, Cl, NC(C(=O)O)C(c1ccccc1)c1ccccc1, [Na+], [OH-], O=C(Cl)Cc1ccccc1. The product is O=C(Cc1ccccc1)NC(C(=O)O)C(c1ccccc1)c1ccccc1. As a reaction SMILES: [CH3:33][CH2:34][O:35][C:36](=[O:37])[CH3:38].[ClH:1].[ClH:32].[NH2:2][CH:3]([C:4](=[O:5])[OH:6])[CH:7]([c:8]1[cH:9][cH:10][cH:11][cH:12][cH:13]1)[c:14]1[cH:15][cH:16][cH:17][cH:18][cH:19]1.[Na+:21].[OH-:20].[c:22]1([CH2:28][C:29](=[O:30])[Cl:31])[cH:23][cH:24][cH:25][cH:26][cH:27]1>>[NH:2]([CH:3]([C:4](=[O:5])[OH:6])[CH:7]([c:8]1[cH:9][cH:10][cH:11][cH:12][cH:13]1)[c:14]1[cH:15][cH:16][cH:17][cH:18][cH:19]1)[C:29]([CH2:28][c:22]1[cH:23][cH:24][cH:25][cH:26][cH:27]1)=[O:30]. Starting materials: [Br-], C1CCOC1, Cc1ccc2nc(C)cc(Cl)c2c1, FC(F)(F)c1cc(Br)cc(C(F)(F)F)c1, FC(F)(F)c1cc([Mg+])cc(C(F)(F)F)c1, O. Product: Cc1ccc2nc(C)cc(-c3cc(C(F)(F)F)cc(C(F)(F)F)c3)c2c1. RXN SMILES: [Br-:1].[CH2:32]1[O:33][CH2:34][CH2:35][CH2:36]1.[Cl:37][c:38]1[cH:39][c:40]([CH3:49])[n:41][c:42]2[cH:43][cH:44][c:45]([CH3:48])[cH:46][c:47]12.[F:17][C:18]([F:19])([F:20])[c:21]1[cH:22][c:23]([Br:24])[cH:25][c:26]([C:27]([F:28])([F:29])[F:30])[cH:31]1.[F:2][C:3]([c:4]1[cH:5][c:6]([Mg+:14])[cH:7][c:8]([C:10]([F:11])([F:12])[F:13])[cH:9]1)([F:15])[F:16].[OH2:50]>>[F:2][C:3]([c:4]1[cH:5][c:6](-[c:38]2[cH:39][c:40]([CH3:49])[n:41][c:42]3[cH:43][cH:44][c:45]([CH3:48])[cH:46][c:47]23)[cH:7][c:8]([C:10]([F:11])([F:12])[F:13])[cH:9]1)([F:15])[F:16]. Starting materials: C(C)(C)C1=CC=C(C=C1)C1=NC2=C(N1CCOC)C(=CC(=C2C(F)(F)F)CO)OC ([2-(4-isopropyl-phenyl)-7-methoxy-1-(2-methoxy-ethyl)-4-trifluoromethyl-1H-benzoimidazol-5-yl]-methanol), C1(=CC=CC=C1)P(C1=CC=CC=C1)C1=CC=CC=C1 (triphenylphosphine), C(Br)(Br)(Br)Br (carbon tetrabromide). Solvent: C1CCOC1 (THF). Conditions: temperature 0 celsius, time 30 minute. Product: BrCC1=C(C2=C(N(C(=N2)C2=CC=C(C=C2)C(C)C)CCOC)C(=C1)OC)C(F)(F)F (5-Bromomethyl-2-(4-isopropyl-phenyl)-7-methoxy-1-(2-methoxy-ethyl)-4-trifluoromethyl-1H-benzoimidazole). The yield is 89.5%. As a reaction SMILES: [CH:1]([C:4]1[CH:9]=[CH:8][C:7]([C:10]2[N:14]([CH2:15][CH2:16][O:17][CH3:18])[C:13]3[C:19]([O:29][CH3:30])=[CH:20][C:21]([CH2:27]O)=[C:22]([C:23]([F:26])([F:25])[F:24])[C:12]=3[N:11]=2)=[CH:6][CH:5]=1)([CH3:3])[CH3:2].C1(P(C2C=CC=CC=2)C2C=CC=CC=2)C=CC=CC=1.C(Br)(Br)(Br)[Br:51]>C1COCC1>[Br:51][CH2:27][C:21]1[CH:20]=[C:19]([O:29][CH3:30])[C:13]2[N:14]([CH2:15][CH2:16][O:17][CH3:18])[C:10]([C:7]3[CH:8]=[CH:9][C:4]([CH:1]([CH3:3])[CH3:2])=[CH:5][CH:6]=3)=[N:11][C:12]=2[C:22]=1[C:23]([F:24])([F:26])[F:25]. Procedure details: To a solution of 655 mg (1.52 mmol) [2-(4-isopropyl-phenyl)-7-methoxy-1-(2-methoxy-ethyl)-4-trifluoromethyl-1H-benzoimidazol-5-yl]-methanol in 10 ml THF, 604 mg (2.28 mmol) triphenylphosphine and 764 mg (2.28 mmol) carbon tetrabromide are added at 0° C. The mixture is stirred at 0° C. for 10 min and 30 min at room temperature. Then the reaction mixture is poured on water and extracted (3×) with ethyl acetate. The combined organic layers are washed with water (2×) and brine, dried over MgSO4, fil...